This data is from the Open Reaction Database (ORD), a public repository of structured organic reaction records. The task is: describe an organic reaction: reactants, conditions, products, and yield Reactants: NC1=NC(=CC=C1)CCl (2-amino-6-chloromethylpyridine), C(C)(C)N(C(C)C)CC (N,N-diisopropylethylamine), [OH-].[Na+] (sodium hydroxide), C(=O)(Cl)Cl (phosgene), C(C)(C)(C)O (t-butanol). Run in C(C)(=O)OCC (ethyl acetate), O (water), C(C)(=O)OCC (ethyl acetate). Run at time 1 hour. Product: C(C)(C)(C)OC(NC1=NC(=CC=C1)CCl)=O ((6-chloromethyl-pyridin-2-yl)-carbamic acid tert-butyl ester). Isolated yield 74.0%. Reaction SMILES: [C:1]([OH:5])([CH3:4])([CH3:3])[CH3:2].[C:6](Cl)(Cl)=[O:7].[NH2:10][C:11]1[CH:16]=[CH:15][CH:14]=[C:13]([CH2:17][Cl:18])[N:12]=1.C(N(CC)C(C)C)(C)C.[OH-].[Na+]>O.C(OCC)(=O)C>[C:1]([O:5][C:6](=[O:7])[NH:10][C:11]1[CH:16]=[CH:15][CH:14]=[C:13]([CH2:17][Cl:18])[N:12]=1)([CH3:4])([CH3:3])[CH3:2] |f:4.5|. Reported procedure: 5.61 g (75.7 millimoles) of t-butanol and 22 mL of ethyl acetate were added to a reaction system followed by blowing in 3.8 g (38.4 millimoles) of phosgene. A mixed solution containing 1.95 g (13.7 millimoles) of 2-amino-6-chloromethylpyridine, 4.86 g (37.6 millimoles) of N,N-diisopropylethylamine and 19 mL of ethyl acetate were dropped into this solution over the course of 1 hour while holding the internal temperature at −15° C. to −5° C. Following completion of dropping, the solution was stirr... Starting materials: COC([C@@H](NC(=O)C1=C(C=CC=C1Cl)Cl)CC1=CC(=C(C=C1)C=1C(N(C(N(C1C)C)=O)C)=O)C)=O (N-[(2,6-dichlorophenyl)carbonyl]-4-(1,3,6-trimethyl-2,4-dioxo-5-pyrimidinyl)-3-methyl-L-phenylalanine methyl ester), [OH-].[Na+] (sodium hydroxide). Solvent: C(C)O (ethanol). Reaction conditions: time 2 hour. The product is ClC1=C(C(=CC=C1)Cl)C(=O)N[C@@H](CC1=CC(=C(C=C1)C=1C(N(C(N(C1C)C)=O)C)=O)C)C(=O)O (N-[(2,6-dichlorophenyl)carbonyl]-4-(1,3,6-trimethyl-2,4-dioxo-5-pyrimidinyl)-3-methyl-L-phenylalanine). Isolated yield 99.1%. As a reaction SMILES: C[O:2][C:3](=[O:35])[C@H:4]([CH2:16][C:17]1[CH:22]=[CH:21][C:20]([C:23]2[C:24](=[O:33])[N:25]([CH3:32])[C:26](=[O:31])[N:27]([CH3:30])[C:28]=2[CH3:29])=[C:19]([CH3:34])[CH:18]=1)[NH:5][C:6]([C:8]1[C:13]([Cl:14])=[CH:12][CH:11]=[CH:10][C:9]=1[Cl:15])=[O:7].[OH-].[Na+]>C(O)C>[Cl:14][C:13]1[CH:12]=[CH:11][CH:10]=[C:9]([Cl:15])[C:8]=1[C:6]([NH:5][C@H:4]([C:3]([OH:35])=[O:2])[CH2:16][C:17]1[CH:22]=[CH:21][C:20]([C:23]2[C:24](=[O:33])[N:25]([CH3:32])[C:26](=[O:31])[N:27]([CH3:30])[C:28]=2[CH3:29])=[C:19]([CH3:34])[CH:18]=1)=[O:7] |f:1.2|. Reported procedure: To a suspension of N-[(2,6-dichlorophenyl)carbonyl]-4-(1,3,6-trimethyl-2,4-dioxo-5-pyrimidinyl)-3-methyl-L-phenylalanine methyl ester (0.04 mmol, 22 mg) in ethanol (2 mL) was added aqueous 1.0 N sodium hydroxide (0.5 mL) at room temperature. The mixture was stirred for 2 h at room temperature. The ethanol was removed under reduced pressure and the residue was diluted with water (10 mL). The aqueous solution was washed with diethyl ether (20 mL) to remove any neutral impurities. The aqueous layer... Reactants: C1CCOC1, N#Cc1ccc2c(c1)C(CCN=[N+]=[N-])CO2, O, c1ccc(P(c2ccccc2)c2ccccc2)cc1. Yields the product N#Cc1ccc2c(c1)C(CCN)CO2. As a reaction SMILES: [CH2:37]1[O:38][CH2:39][CH2:40][CH2:41]1.[N:1](=[N+:2]=[N-:3])[CH2:4][CH2:5][CH:6]1[CH2:7][O:8][c:9]2[c:10]1[cH:11][c:12]([C:15]#[N:16])[cH:13][cH:14]2.[OH2:36].[c:17]1([P:18]([c:19]2[cH:20][cH:21][cH:22][cH:23][cH:24]2)[c:25]2[cH:26][cH:27][cH:28][cH:29][cH:30]2)[cH:31][cH:32][cH:33][cH:34][cH:35]1>>[NH2:1][CH2:4][CH2:5][CH:6]1[CH2:7][O:8][c:9]2[c:10]1[cH:11][c:12]([C:15]#[N:16])[cH:13][cH:14]2. The reactants are CCOC(=O)CBr, CC#N, c1ccc(C(c2ccccc2)c2cccnc2)cc1. Product: [Br-], CCOC(=O)C[n+]1cccc(C(c2ccccc2)c2ccccc2)c1. Reaction SMILES: [Br:20][CH2:21][C:22](=[O:23])[O:24][CH2:25][CH3:26].[CH3:27][C:28]#[N:29].[c:1]1([CH:7]([c:8]2[cH:9][n:10][cH:11][cH:12][cH:13]2)[c:14]2[cH:15][cH:16][cH:17][cH:18][cH:19]2)[cH:2][cH:3][cH:4][cH:5][cH:6]1>>[Br-:20].[c:1]1([CH:7]([c:8]2[cH:9][n+:10]([CH2:21][C:22](=[O:23])[O:24][CH2:25][CH3:26])[cH:11][cH:12][cH:13]2)[c:14]2[cH:15][cH:16][cH:17][cH:18][cH:19]2)[cH:2][cH:3][cH:4][cH:5][cH:6]1. Reactants: Cl (HCl), COC(CN(C)C1=CC(=C(C=C1)Br)C(F)(F)F)=O ([(4-bromo-3-trifluoromethyl-phenyl)-methyl-amino]-acetic acid methyl ester), [H-].[Al+3].[Li+].[H-].[H-].[H-] (lithium aluminum hydride). The solvent is C1CCOC1 (THF), C1CCOC1 (THF). Reaction conditions: time 14 hour. Yields the product BrC1=C(C=C(C=C1)N(CCO)C)C(F)(F)F (2-[(4-bromo-3-trifluoromethyl-phenyl)-methyl-amino]-ethanol). Isolated yield 81.8%. As a reaction SMILES: C[O:2][C:3](=O)[CH2:4][N:5]([C:7]1[CH:12]=[CH:11][C:10]([Br:13])=[C:9]([C:14]([F:17])([F:16])[F:15])[CH:8]=1)[CH3:6].[H-].[Al+3].[Li+].[H-].[H-].[H-].Cl>C1COCC1>[Br:13][C:10]1[CH:11]=[CH:12][C:7]([N:5]([CH3:6])[CH2:4][CH2:3][OH:2])=[CH:8][C:9]=1[C:14]([F:15])([F:16])[F:17] |f:1.2.3.4.5.6|. Reported procedure: A solution of [(4-bromo-3-trifluoromethyl-phenyl)-methyl-amino]-acetic acid methyl ester (77.6 mg, 0.238 mmol) in THF (1.0 ml) was added dropwise to a suspension of lithium aluminum hydride (372 mg, 2.58 mmol) in THF (1.5 ml) at 0° C. The mixture was stirred for 14 hours while gradually warming from 0° C. to room temperature. A 2 N aqueous HCl solution was added to the reaction mixture, followed by extraction with ethyl acetate. The organic layer was sequentially washed with water and saturated ...